Dataset: the Open Reaction Database (ORD), a public repository of structured organic reaction records. Task: describe an organic reaction: reactants, conditions, products, and yield The reactants are FC1=CC=C(CSC=2C(OC(=CC2O)C)=O)C=C1 (3-(p-fluorobenzylthio)-4-hydroxy-6-methyl-2-pyrone), OO (hydrogen peroxide). The solvent is O (water), C(C)(=O)O (acetic acid). The product is FC1=CC=C(CS(=O)C=2C(OC(=CC2O)C)=O)C=C1 (3-(p-Fluorobenzylsulfinyl)-4-hydroxy-6-methyl-2-pyrone). The yield is 60.0%. RXN SMILES: [F:1][C:2]1[CH:18]=[CH:17][C:5]([CH2:6][S:7][C:8]2[C:9](=[O:16])[O:10][C:11]([CH3:15])=[CH:12][C:13]=2[OH:14])=[CH:4][CH:3]=1.[OH:19]O>C(O)(=O)C.O>[F:1][C:2]1[CH:18]=[CH:17][C:5]([CH2:6][S:7]([C:8]2[C:9](=[O:16])[O:10][C:11]([CH3:15])=[CH:12][C:13]=2[OH:14])=[O:19])=[CH:4][CH:3]=1. Procedure: To a solution of 3-(p-fluorobenzylthio)-4-hydroxy-6-methyl-2-pyrone (10.0 g., 0.0376 mole) in glacial acetic acid (50 ml.) was added 30% hydrogen peroxide (4.3 g., 0.0376 mole). After standing for several days the solution was diluted with water, filtered and dried, yielding 6.4 g. (60 percent) of the desired product. Recrystallization from benzene yielded the pure product as a white solid, m.p. 127°-128°C. Starting materials: ClC=1C=CC2=C(C(N(CCO2)C(CCl)=O)C2=CC=CC=C2)C1 (7-chloro-4-(2-chloroacetyl)-5-phenyl-2,3,4,5-tetrahydro-1,4-benzoxazepine), ClC=1C=CC2=C(C(NCCO2)C2=CC=CC=C2)C1 (7-chloro-5-phenyl-2,3,4,5-tetrahydro-1,4-benzoxazepine), CN (monomethylamine). The solvent is C(Cl)Cl (CH2Cl2). Conditions: time 18 hour. Yields the product ClC=1C=CC2=C(C(N(CCO2)C(CNC)=O)C2=CC=CC=C2)C1 (7-chloro-4-(2-methylaminoacetyl)-5-phenyl-2,3,4,5-tetrahydro-1,4-benzoxazepine). As a reaction SMILES: [Cl:1][C:2]1[CH:3]=[CH:4][C:5]2[O:11][CH2:10][CH2:9][N:8]([C:12](=[O:15])[CH2:13]Cl)[CH:7]([C:16]3[CH:21]=[CH:20][CH:19]=[CH:18][CH:17]=3)[C:6]=2[CH:22]=1.ClC1C=CC2OCC[NH:30][CH:29](C3C=CC=CC=3)C=2C=1.CN>C(Cl)Cl>[Cl:1][C:2]1[CH:3]=[CH:4][C:5]2[O:11][CH2:10][CH2:9][N:8]([C:12](=[O:15])[CH2:13][NH:30][CH3:29])[CH:7]([C:16]3[CH:21]=[CH:20][CH:19]=[CH:18][CH:17]=3)[C:6]=2[CH:22]=1. Procedure details: Crude 7-chloro-4-(2-chloroacetyl)-5-phenyl-2,3,4,5-tetrahydro-1,4-benzoxazepine, prepared as described in Example 4a starting with 7-chloro-5-phenyl-2,3,4,5-tetrahydro-1,4-benzoxazepine (1.82 g, 7.0 millimoles), was dissolved in 125 ml CH2Cl2 and the solution was saturated with gaseous monomethylamine. The reaction solution was stoppered and allowed to stand at room temperature for 18 hours, followed by unstoppering and warming on a steam bath for 30 minutes. The resulting CH2Cl2 solution was wa... Starting materials: OC(CCCCCCCCCCC(=O)OCC)CCCCCC (ethyl 12-hydroxystearate), resultant mixture, NCCNC(C)O (aminoethylaminoethanol), C[O-].[Na+] (sodium methoxide), N#N (N2). Run in C1CCOC1 (THF), O (water). The product is OCCNCCNC(CCCCCCCCCCC(CCCCCC)O)=O (N-[2-(2-hydroxyethylamino)ethyl]-12-hydroxyoctadecanamide). Isolated yield 737.2%. Reaction SMILES: [NH2:1][CH2:2][CH2:3][NH:4][CH:5](O)[CH3:6].C[O-:9].[Na+].N#N.[OH:13][CH:14]([CH2:30][CH2:31][CH2:32][CH2:33][CH2:34][CH3:35])[CH2:15][CH2:16][CH2:17][CH2:18][CH2:19][CH2:20][CH2:21][CH2:22][CH2:23][CH2:24][C:25]([O:27]CC)=O>C1COCC1.O>[OH:9][CH2:6][CH2:5][NH:4][CH2:3][CH2:2][NH:1][C:25](=[O:27])[CH2:24][CH2:23][CH2:22][CH2:21][CH2:20][CH2:19][CH2:18][CH2:17][CH2:16][CH2:15][CH:14]([OH:13])[CH2:30][CH2:31][CH2:32][CH2:33][CH2:34][CH3:35] |f:1.2|. Procedure: A 30-ml two-necked flask equipped with a stirrer and dropping funnel was charged with 2.08 g (20 mmol) of aminoethylaminoethanol and 0.054 g (1 mmol) of sodium methoxide. While heating and stirring the contents at 80° C. in an N2 atmosphere, a solution of 3.29 g (10 mmol) of ethyl 12-hydroxystearate in 10 ml of THF was added dropwise over 2 hours. The resultant mixture was stirred further for 13 hours at 80° C. under reduced pressure. After completion of the reaction, the reaction mixture was po...